Dataset: the Open Reaction Database (ORD), a public repository of structured organic reaction records. Task: describe an organic reaction: reactants, conditions, products, and yield Starting materials: BrCCOC=1C=C(C=C(C1)OC)C1=NC2=CC(=CC(=C2C(N1)=O)OC)OC (2-[3-(2-bromo-ethoxy)-5-methoxy-phenyl]-5,7-dimethoxy-3H-quinazolin-4-one), N1CCCC1 (pyrrolidine). Solvent: C1CCOC1 (THF). Conditions: time 15 hour. The product is COC1=C2C(NC(=NC2=CC(=C1)OC)C1=CC(=CC(=C1)OCCN1CCCC1)OC)=O (5,7-Dimethoxy-2-(3-methoxy-5-(2-(pyrrolidin-1-yl)ethoxy)phenyl)quinazolin-4(3H)-one). Reaction SMILES: Br[CH2:2][CH2:3][O:4][C:5]1[CH:6]=[C:7]([C:13]2[NH:22][C:21](=[O:23])[C:20]3[C:15](=[CH:16][C:17]([O:26][CH3:27])=[CH:18][C:19]=3[O:24][CH3:25])[N:14]=2)[CH:8]=[C:9]([O:11][CH3:12])[CH:10]=1.[NH:28]1[CH2:32][CH2:31][CH2:30][CH2:29]1>C1COCC1>[CH3:25][O:24][C:19]1[CH:18]=[C:17]([O:26][CH3:27])[CH:16]=[C:15]2[C:20]=1[C:21](=[O:23])[NH:22][C:13]([C:7]1[CH:6]=[C:5]([O:4][CH2:3][CH2:2][N:28]3[CH2:32][CH2:31][CH2:30][CH2:29]3)[CH:10]=[C:9]([O:11][CH3:12])[CH:8]=1)=[N:14]2. Procedure: To a solution of 2-[3-(2-bromo-ethoxy)-5-methoxy-phenyl]-5,7-dimethoxy-3H-quinazolin-4-one (7.10 g, 16.0 mmol) in THF (20 mL) was added pyrrolidine (11.38 g, 160.0 mmol) and the reaction mixture was stirred at room temperature for 15 hours. THF was removed under reduced pressure, the residue was purified by column chromatography (silica gel 230-400 mesh; eluting with 5% 2.0 M ammonia in methanol solution in dichloromethane) to give the title compound as a white solid. Yield: 3.2 g (47%). MP 159-... The reactants are O=C(Cl)C(=O)Cl, ClCCl, CN(C)C=O, O=C(O)CCCc1cccnc1. Yields the product O=C(Cl)CCCc1cccnc1. Reaction SMILES: [Cl:18][C:19]([C:20]([Cl:21])=[O:22])=[O:23].[Cl:24][CH2:25][Cl:26].[O:13]=[CH:14][N:15]([CH3:16])[CH3:17].[n:1]1[cH:2][c:3]([CH2:7][CH2:8][CH2:9][C:10](=[O:11])[OH:12])[cH:4][cH:5][cH:6]1>>[n:1]1[cH:2][c:3]([CH2:7][CH2:8][CH2:9][C:10](=[O:12])[Cl:18])[cH:4][cH:5][cH:6]1. The reactants are ClCC=1N=C(OC1C)C=1C=C(C(=O)OC)C=CC1 (methyl 3-(4-chloromethyl-5-methyl-1,3-oxazol-2-yl)benzoate), C([O-])([O-])=O.[K+].[K+] (potassium carbonate), O=CC1=CC(OC)=C(O)C=C1 (vanillin), CN(C=O)C (N,N-dimethylformamide). The solvent is O (Water). Run at temperature 90 celsius, time 2 hour. Product: C(=O)C1=CC(=C(OCC=2N=C(OC2C)C=2C=C(C(=O)OC)C=CC2)C=C1)OC (methyl 3-{4-[(4-formyl-2-methoxyphenoxy)methyl]-5-methyl-1,3-oxazol-2-yl}benzoate). The yield is 95.5%. As a reaction SMILES: Cl[CH2:2][C:3]1[N:4]=[C:5]([C:9]2[CH:10]=[C:11]([CH:16]=[CH:17][CH:18]=2)[C:12]([O:14][CH3:15])=[O:13])[O:6][C:7]=1[CH3:8].C(=O)([O-])[O-].[K+].[K+].[O:25]=[CH:26][C:27]1[CH:35]=[CH:34][C:32]([OH:33])=[C:29]([O:30][CH3:31])[CH:28]=1.CN(C)C=O>O>[CH:26]([C:27]1[CH:35]=[CH:34][C:32]([O:33][CH2:2][C:3]2[N:4]=[C:5]([C:9]3[CH:10]=[C:11]([CH:16]=[CH:17][CH:18]=3)[C:12]([O:14][CH3:15])=[O:13])[O:6][C:7]=2[CH3:8])=[C:29]([O:30][CH3:31])[CH:28]=1)=[O:25] |f:1.2.3|. Procedure: A mixture of methyl 3-(4-chloromethyl-5-methyl-1,3-oxazol-2-yl)benzoate (3.0 g), potassium carbonate (1.42 g), vanillin (1.57 g) and N,N-dimethylformamide (50 mL) was stirred at 90° C. for 2 hrs. Water was poured into the reaction mixture, and the precipitated crystals were collected by filtration to give methyl 3-{4-[(4-formyl-2-methoxyphenoxy)methyl]-5-methyl-1,3-oxazol-2-yl}benzoate as colorless crystals (3.76 g, 87%). Recrystallization from ethyl acetate-hexane gave colorless prism crystals.... Reactants: CC(=O)O, CCC(C(=O)[O-])C1CCCc2c1n(C(C)c1ccc(Cl)cc1)c1c(S(C)(=O)=O)cc(F)cc21, CCC(C(=O)[O-])C1CCCc2c1n(C(C)c1ccc(Cl)cc1)c1c(S(C)(=O)=O)cc(F)cc21, C1CCOC1, CO, [Li+], [OH-]. Yields the product CC(c1ccc(Cl)cc1)n1c2c(c3cc(F)cc(S(C)(=O)=O)c31)CCCC2CC(=O)O. As a reaction SMILES: [C:69]([OH:70])(=[O:71])[CH3:72].[CH2:1]([CH3:2])[CH:3]([C:4](=[O:5])[O-:6])[CH:7]1[CH2:8][CH2:9][CH2:10][c:11]2[c:12]3[cH:13][c:14]([F:33])[cH:15][c:16]([S:29](=[O:30])(=[O:31])[CH3:32])[c:17]3[n:18]([CH:20]([CH3:21])[c:22]3[cH:23][cH:24][c:25]([Cl:28])[cH:26][cH:27]3)[c:19]21.[CH2:34]([CH:35]([CH:36]1[c:37]2[n:38]([CH:39]([c:40]3[cH:41][cH:42][c:43]([Cl:44])[cH:45][cH:46]3)[CH3:47])[c:48]3[c:49]([cH:50][c:51]([F:52])[cH:53][c:54]3[S:55]([CH3:56])(=[O:57])=[O:58])[c:59]2[CH2:60][CH2:61][CH2:62]1)[C:63]([O-:64])=[O:65])[CH3:66].[CH2:73]1[O:74][CH2:75][CH2:76][CH2:77]1.[CH3:78][OH:79].[Li+:68].[OH-:67]>>[CH2:3]([C:4](=[O:5])[OH:6])[CH:7]1[CH2:8][CH2:9][CH2:10][c:11]2[c:12]3[cH:13][c:14]([F:33])[cH:15][c:16]([S:29](=[O:30])(=[O:31])[CH3:32])[c:17]3[n:18]([CH:20]([CH3:21])[c:22]3[cH:23][cH:24][c:25]([Cl:28])[cH:26][cH:27]3)[c:19]21. Starting materials: aqueous solution, C(O)([O-])=O.[Na+] (sodium hydrogencarbonate), O.[Cl-].COC1=NC(=NC(=N1)OC)[N+]1(CCOCC1)C (4-(4,6-Dimethoxy[1,3,5]triazin-2-yl)-4-methylmorpholinium chloride hydrate), FC1=C(C=CC(=C1)OC1=CC(=NC=C1)NC(=O)N1CCC(CC1)N1CCN(CC1)C)NC(=O)C1(CC1)C(=O)O (1-[2-fluoro-4-(2-{[4-(4-methylpiperazin-1-yl)piperidine-1-carbonyl]amino}pyridin-4-yloxy)phenylcarbamoyl]cyclopropanecarboxylic acid), FC1=CC=C(N)C=C1 (4-fluoroaniline). Solvent: CN(C=O)C (N,N-dimethylformamide), O1CCCC1 (tetrahydrofuran). Conditions: time 2.5 hour. Product: FC1=C(C=CC(=C1)OC1=CC(=NC=C1)NC(=O)N1CCC(CC1)N1CCN(CC1)C)NC(=O)C1(CC1)C(=O)NC1=CC=C(C=C1)F (N-(2-Fluoro-4-{[2-({[4-(4-methylpiperazin-1-yl)piperidin-1-yl]carbonyl}amino)pyridin-4-yl]oxy}phenyl)-N′-(4-fluorophenyl)cyclopropane-1,1-dicarboxamide). RXN SMILES: O.[Cl-].COC1N=C(OC)N=C([N+]2(C)CCOCC2)N=1.[F:20][C:21]1[CH:26]=[C:25]([O:27][C:28]2[CH:33]=[CH:32][N:31]=[C:30]([NH:34][C:35]([N:37]3[CH2:42][CH2:41][CH:40]([N:43]4[CH2:48][CH2:47][N:46]([CH3:49])[CH2:45][CH2:44]4)[CH2:39][CH2:38]3)=[O:36])[CH:29]=2)[CH:24]=[CH:23][C:22]=1[NH:50][C:51]([C:53]1([C:56](O)=[O:57])[CH2:55][CH2:54]1)=[O:52].[F:59][C:60]1[CH:66]=[CH:65][C:63]([NH2:64])=[CH:62][CH:61]=1.C(=O)([O-])O.[Na+]>CN(C)C=O.O1CCCC1>[F:20][C:21]1[CH:26]=[C:25]([O:27][C:28]2[CH:33]=[CH:32][N:31]=[C:30]([NH:34][C:35]([N:37]3[CH2:42][CH2:41][CH:40]([N:43]4[CH2:44][CH2:45][N:46]([CH3:49])[CH2:47][CH2:48]4)[CH2:39][CH2:38]3)=[O:36])[CH:29]=2)[CH:24]=[CH:23][C:22]=1[NH:50][C:51]([C:53]1([C:56]([NH:64][C:63]2[CH:65]=[CH:66][C:60]([F:59])=[CH:61][CH:62]=2)=[O:57])[CH2:54][CH2:55]1)=[O:52] |f:0.1.2,5.6|. Reported procedure: 4-(4,6-Dimethoxy[1,3,5]triazin-2-yl)-4-methylmorpholinium chloride hydrate (164 mg) was added to a suspension of 1-[2-fluoro-4-(2-{[4-(4-methylpiperazin-1-yl)piperidine-1-carbonyl]amino}pyridin-4-yloxy)phenylcarbamoyl]cyclopropanecarboxylic acid (100 mg) in mixture of tetrahydrofuran (1 ml), N,N-dimethylformamide (0.2 ml) and 4-fluoroaniline (0.0526 ml), followed by stirring at room temperature for 2.5 hours. A 5% aqueous solution of sodium hydrogencarbonate was added to the reaction mixture to ...